Dataset: the Open Reaction Database (ORD), a public repository of structured organic reaction records. Task: describe an organic reaction: reactants, conditions, products, and yield Starting materials: Cl.N1(CCNCC1)C1=NC2=C(SC3=C1C=CC=C3)C=CC=C2 (11-piperazinyl-dibenzo[b,f][1,4]thiazepine hydrochloride), C([O-])([O-])=O.[Na+].[Na+] (sodium carbonate), ClCCOC(C)O (2-chloroethoxyethanol), C(CC)O (n-propyl alcohol). The reagents and catalysts are [I-].[Na+] (sodium iodide). Solvent: CN1C(CCC1)=O (N-methylpyrrolidone), C(C)(=O)OCC (Ethyl acetate). Conditions: time 24 hour. The product is C(\C=C\C(=O)O)(=O)O.OCCOCCN1CCN(CC1)C1=NC2=C(SC3=C1C=CC=C3)C=CC=C2 (11-[4-[2-(hydroxyethoxy)ethyl]-1-piperazinyl]-dibenzo[b,f][1,4]thiazepine fumarate). Isolated yield 115.3%. Reaction SMILES: Cl.[N:2]1([C:8]2[C:14]3[CH:15]=[CH:16][CH:17]=[CH:18][C:13]=3[S:12][C:11]3[CH:19]=[CH:20][CH:21]=[CH:22][C:10]=3[N:9]=2)[CH2:7][CH2:6][NH:5][CH2:4][CH2:3]1.[C:23](=[O:26])([O-:25])[O-:24].[Na+].[Na+].Cl[CH2:30][CH2:31][O:32][CH:33]([OH:35])[CH3:34].C(O)CC>[I-].[Na+].C(OCC)(=O)C.CN1CCCC1=O>[C:33]([OH:35])(=[O:32])/[CH:34]=[CH:3]/[C:23]([OH:25])=[O:26].[OH:24][CH2:30][CH2:31][O:32][CH2:33][CH2:34][N:5]1[CH2:4][CH2:3][N:2]([C:8]2[C:14]3[CH:15]=[CH:16][CH:17]=[CH:18][C:13]=3[S:12][C:11]3[CH:19]=[CH:20][CH:21]=[CH:22][C:10]=3[N:9]=2)[CH2:7][CH2:6]1 |f:0.1,2.3.4,7.8,11.12|. Procedure: 11-piperazinyl-dibenzo[b,f][1,4]thiazepine hydrochloride (40 g) obtained in step c), sodium carbonate (69.3 g), sodium iodide (0.65 g), and 2-chloroethoxyethanol (14.7 g) were added to a solution of n-propyl alcohol (260 ml) and N-methylpyrrolidone (65 ml), and reflux was conducted for 24 hours. Ethyl acetate (327 ml) was added thereto, washing was conducted using water (2×1000 ml), an organic layer was separated to be dried with magnesium sulfate, and a solvent was removed at reduced pressure, ... Starting materials: BrC=1C=NC=2N(C1)N=C(C2)C(=O)O (6-bromo-pyrazolo[1,5-a]pyrimidine-2-carboxylic acid), CC1=NOC(=C1C1=C2CCNC(C2=CC=C1)C)C (5-(3,5-Dimethyl-isoxazol-4-yl)-1-methyl-1,2,3,4-tetrahydro-isoquinoline). Product: BrC=1C=NC=2N(C1)N=C(C2)C(=O)N2C(C1=CC=CC(=C1CC2)C=2C(=NOC2C)C)C ((6-Bromo-pyrazolo[1,5-a]pyrimidin-2-yl)-[5-(3,5-dimethyl-isoxazol-4-yl)-1-methyl-3,4-dihydro-1H-isoquinolin-2-yl]-methanone). As a reaction SMILES: [Br:1][C:2]1[CH:3]=[N:4][C:5]2[N:6]([N:8]=[C:9]([C:11]([OH:13])=O)[CH:10]=2)[CH:7]=1.[CH3:14][C:15]1[C:19]([C:20]2[CH:29]=[CH:28][CH:27]=[C:26]3[C:21]=2[CH2:22][CH2:23][NH:24][CH:25]3[CH3:30])=[C:18]([CH3:31])[O:17][N:16]=1>>[Br:1][C:2]1[CH:3]=[N:4][C:5]2[N:6]([N:8]=[C:9]([C:11]([N:24]3[CH2:23][CH2:22][C:21]4[C:26](=[CH:27][CH:28]=[CH:29][C:20]=4[C:19]4[C:15]([CH3:14])=[N:16][O:17][C:18]=4[CH3:31])[CH:25]3[CH3:30])=[O:13])[CH:10]=2)[CH:7]=1. Procedure: In close analogy to the procedure described in Example 1, 6-bromo-pyrazolo[1,5-a]pyrimidine-2-carboxylic acid is reacted with 5-(3,5-Dimethyl-isoxazol-4-yl)-1-methyl-1,2,3,4-tetrahydro-isoquinoline to provide the title compound in moderate yield. Reactants: CC(=O)c1ccc(Oc2cc3nc(-c4ccccn4)[nH]c3cc2C2CCCN2C(C)=O)cn1, [Li]C, [Cl-], [NH4+], C1CCOC1. Yields the product CC(=O)N1CCCC1c1cc2[nH]c(-c3ccccn3)nc2cc1Oc1ccc(C(C)(C)O)nc1. RXN SMILES: [C:3]([CH3:4])(=[O:5])[c:6]1[cH:7][cH:8][c:9]([O:12][c:13]2[c:14]([CH:28]3[N:29]([C:33]([CH3:34])=[O:35])[CH2:30][CH2:31][CH2:32]3)[cH:15][c:16]3[c:17]([n:18][c:19](-[c:21]4[n:22][cH:23][cH:24][cH:25][cH:26]4)[nH:20]3)[cH:27]2)[cH:10][n:11]1.[CH3:1][Li:2].[Cl-:36].[NH4+:37].[O:38]1[CH2:39][CH2:40][CH2:41][CH2:42]1>>[CH3:1][C:3]([CH3:4])([OH:5])[c:6]1[cH:7][cH:8][c:9]([O:12][c:13]2[c:14]([CH:28]3[N:29]([C:33]([CH3:34])=[O:35])[CH2:30][CH2:31][CH2:32]3)[cH:15][c:16]3[c:17]([n:18][c:19](-[c:21]4[n:22][cH:23][cH:24][cH:25][cH:26]4)[nH:20]3)[cH:27]2)[cH:10][n:11]1. Starting materials: C1(=CC=CC=C1)S(=O)(=O)CC1=CC=C(C(=C1C(=O)OC)O)Br (methyl 6-(benzenesulfonylmethyl)-3-bromo-2-hydroxybenzoate), C1(=CC=CC=C1)S(=O)(=O)CC1=CC=C(C(=C1C(=O)OC)O)Br (methyl 6-(benzenesulfonylmethyl)-3-bromo-2-hydroxybenzoate), C(C)(=O)C=1OC=CC1B(O)O (2-acetylfuran-3-boronic acid), O.[F-].[K+] (potassium fluoride monohydrate), [Br-].[Na+] (sodium bromide). Reagents/catalysts: [Pd].C1(=CC=CC=C1)P(C1=CC=CC=C1)C1=CC=CC=C1.C1(=CC=CC=C1)P(C1=CC=CC=C1)C1=CC=CC=C1.C1(=CC=CC=C1)P(C1=CC=CC=C1)C1=CC=CC=C1.C1(=CC=CC=C1)P(C1=CC=CC=C1)C1=CC=CC=C1 (tetrakis-(triphenylphosphine) palladium). Run in FC(C1=CC=CC=C1)(F)F (α,α,α-trifluorotoluene), O1CCOCC1 (dioxane). Run at temperature 175 celsius. Yields the product C(C)(=O)C=1OC=CC1C=1C(=C(C(=O)OC)C(=CC1)CS(=O)(=O)C1=CC=CC=C1)O (methyl 3-(2-acetylfuran-3-yl)-6-(benzenesulfonylmethyl)-2-hydroxybenzoate). Yield: 48.8%. Reaction SMILES: [C:1]1([S:7]([CH2:10][C:11]2[C:16]([C:17]([O:19][CH3:20])=[O:18])=[C:15]([OH:21])[C:14](Br)=[CH:13][CH:12]=2)(=[O:9])=[O:8])[CH:6]=[CH:5][CH:4]=[CH:3][CH:2]=1.[C:23]([C:26]1[O:27][CH:28]=[CH:29][C:30]=1B(O)O)(=[O:25])[CH3:24].O.[F-].[K+].[Br-].[Na+]>FC(F)(F)C1C=CC=CC=1.O1CCOCC1.[Pd].C1(P(C2C=CC=CC=2)C2C=CC=CC=2)C=CC=CC=1.C1(P(C2C=CC=CC=2)C2C=CC=CC=2)C=CC=CC=1.C1(P(C2C=CC=CC=2)C2C=CC=CC=2)C=CC=CC=1.C1(P(C2C=CC=CC=2)C2C=CC=CC=2)C=CC=CC=1>[C:23]([C:26]1[O:27][CH:28]=[CH:29][C:30]=1[C:14]1[C:15]([OH:21])=[C:16]([C:11]([CH2:10][S:7]([C:1]2[CH:6]=[CH:5][CH:4]=[CH:3][CH:2]=2)(=[O:9])=[O:8])=[CH:12][CH:13]=1)[C:17]([O:19][CH3:20])=[O:18])(=[O:25])[CH3:24] |f:2.3.4,5.6,9.10.11.12.13|. Reported procedure: A mixture of methyl 6-(benzenesulfonylmethyl)-3-bromo-2-hydroxybenzoate (Intermediate 40, 0.4 g), 2-acetylfuran-3-boronic acid (0.24 g), tetrakis-(triphenylphosphine) palladium (0.12 g), potassium fluoride monohydrate (0.302 g) and sodium bromide (0.192 g) in α,α,α-trifluorotoluene (8 mL) and dioxane (4 mL) was degassed and then heated in the microwave at 175° C. for 30 minutes. The mixture was cooled and ethyl acetate and water were added. The organic layer was separated, washed with water, dri... Reaction SMILES: N[C:2]1[S:11][C:10]2[C:9](=[O:12])[C:8]3[CH:13]=[CH:14][CH:15]=[CH:16][C:7]=3[CH2:6][CH2:5][C:4]=2[N:3]=1.N(OCCC(C)C)=O>CN(C=O)C>[N:3]1[C:4]2[CH2:5][CH2:6][C:7]3[CH:16]=[CH:15][CH:14]=[CH:13][C:8]=3[C:9](=[O:12])[C:10]=2[S:11][CH:2]=1. Isolated yield 52.1%. Starting materials: NC1=NC=2CCC3=C(C(C2S1)=O)C=CC=C3 (2-amino-9,10-dihydro-3-thia-1-aza-benzo[f]azulen-4-one), N(=O)OCCC(C)C (isoamyl nitrite). Solvent: CN(C)C=O (DMF). Procedure details: To a room temperature solution of 2-amino-9,10-dihydro-3-thia-1-aza-benzo[f]azulen-4-one (5.31 g, 23.1 mmol) in DMF (50 mL) is added isoamyl nitrite (5.95 g, 50.8 mmol) and the reaction stirred for 30 min. The reaction mixture is heated to 80° C. for 2 h, and then cooled to room temperature. The solvent is removed under reduced pressure and ice-cold H2O (100 mL) is added. The aqueous layer is extracted with EtOAc (2×150 mL) and the combined organic layers are dried (MgSO4), filtered and the solv... Reaction conditions: temperature 80 celsius, time 30 minute. The product is N1=CSC=2C(C3=C(CCC12)C=CC=C3)=O (9,10-Dihydro-3-thia-1-aza-benzo[f]azulen-4-one). The reactants are COC1=CC=C(OC2=CC=C(C=C2)C2=NNC=C2)C=C1 (3-[4-(4-methoxy-phenoxy)-phenyl]-1H-pyrazole), ClC1=CC=C(C=C1)B(O)O (4-chlorophenylboronic acid). Procedure: By the same procedure as Example 67 Part C, 3-[4-(4-methoxy-phenoxy)-phenyl]-1H-pyrazole and 4-chlorophenylboronic acid were converted to the title compound. MS m/z: ESI+ 377.1 (M+H)+. Reaction SMILES: [CH3:1][O:2][C:3]1[CH:20]=[CH:19][C:6]([O:7][C:8]2[CH:13]=[CH:12][C:11]([C:14]3[CH:18]=[CH:17][NH:16][N:15]=3)=[CH:10][CH:9]=2)=[CH:5][CH:4]=1.[Cl:21][C:22]1[CH:27]=[CH:26][C:25](B(O)O)=[CH:24][CH:23]=1>>[Cl:21][C:22]1[CH:27]=[CH:26][C:25]([N:16]2[CH:17]=[CH:18][C:14]([C:11]3[CH:12]=[CH:13][C:8]([O:7][C:6]4[CH:19]=[CH:20][C:3]([O:2][CH3:1])=[CH:4][CH:5]=4)=[CH:9][CH:10]=3)=[N:15]2)=[CH:24][CH:23]=1. Product: ClC1=CC=C(C=C1)N1N=C(C=C1)C1=CC=C(C=C1)OC1=CC=C(C=C1)OC (1-(4-Chloro-phenyl)-3-[4-(4-methoxy-phenoxy)-phenyl]-1H-pyrazole). The solvent is CN(C)C=O (DMF), CN(C)C=O (DMF), CN(C)C=O (DMF). Isolated yield 56.0%. Reported procedure: A solution of 5-acetamidooxindole (212 mg, 1.1 mmol), (Zh. Obshch. Khim 1956, 26, 2019-2022), in DMF (2 ml) was added dropwise to sodium hydride.(89 mg, 2.23 mmol, prewashed with THF) in DMF (2 ml). The mixture was stirred for 5 minutes at ambient temperature and a solution of 4-chloro-6-methoxy-7-(2-methoxyethoxy)quinazoline (100 mg, 0.37 mmol), (prepared as described for the starting material in Example 2), in DMF (2 ml) was added. The mixture was stirred for 1.5 hours at ambient temperature, ... The product is Cl.C(C)(=O)NC=1C=C2C(C(NC2=CC1)=O)C1=NC=NC2=CC(=C(C=C12)OC)OCCOC (4-(5-acetamidooxindol-3-yl)-6-methoxy-7-(2-methoxyethoxy)quinazoline hydrochloride). Reaction SMILES: [C:1]([NH:4][C:5]1[CH:6]=[C:7]2[C:11](=[CH:12][CH:13]=1)[NH:10][C:9](=[O:14])[CH2:8]2)(=[O:3])[CH3:2].[H-].[Na+].C1COCC1.[Cl:22][C:23]1[C:32]2[C:27](=[CH:28][C:29]([O:35][CH2:36][CH2:37][O:38][CH3:39])=[C:30]([O:33][CH3:34])[CH:31]=2)[N:26]=[CH:25][N:24]=1>CN(C=O)C>[ClH:22].[C:1]([NH:4][C:5]1[CH:6]=[C:7]2[C:11](=[CH:12][CH:13]=1)[NH:10][C:9](=[O:14])[CH:8]2[C:23]1[C:32]2[C:27](=[CH:28][C:29]([O:35][CH2:36][CH2:37][O:38][CH3:39])=[C:30]([O:33][CH3:34])[CH:31]=2)[N:26]=[CH:25][N:24]=1)(=[O:3])[CH3:2] |f:1.2,6.7|. Reactants: C(C)(=O)NC=1C=C2CC(NC2=CC1)=O (5-acetamidooxindole), [H-].[Na+] (sodium hydride), ClC1=NC=NC2=CC(=C(C=C12)OC)OCCOC (4-chloro-6-methoxy-7-(2-methoxyethoxy)quinazoline), C1CCOC1 (THF). Reaction conditions: time 5 minute. The reactants are CO\C=C\1/CCC=2C(=CC=CC12)C#N ((1E)-1-[(methyloxy)methylidene]-2,3-dihydro-1H-indene-4-carbonitrile), B(Br)(Br)Br (BBr3). The solvent is C(Cl)Cl (DCM). Run at time 3 hour. Yields the product C(=O)C1CCC=2C(=CC=CC12)C#N (1-formyl-2,3-dihydro-1H-indene-4-carbonitrile). Isolated yield 83.4%. Reaction SMILES: C[O:2]/[CH:3]=[C:4]1\[CH2:5][CH2:6][C:7]2[C:8]([C:13]#[N:14])=[CH:9][CH:10]=[CH:11][C:12]\1=2.B(Br)(Br)Br>C(Cl)Cl>[CH:3]([CH:4]1[C:12]2[CH:11]=[CH:10][CH:9]=[C:8]([C:13]#[N:14])[C:7]=2[CH2:6][CH2:5]1)=[O:2]. Procedure: A solution of (1E)-1-[(methyloxy)methylidene]-2,3-dihydro-1H-indene-4-carbonitrile (250 mg, 1.05 mmol) in DCM (5 mL) was added BBr3 dropwise at −78° C. under N2. Then the mixture was stirred at this temperature for 3 h. It was poured into ice-saturated NaHCO3 solution, and extracted with DCM. The organic layer was washed with brine and dried over Na2SO4. The solvent was removed in vacuo to give crude 1-formyl-2,3-dihydro-1H-indene-4-carbonitrile (150 mg, crude), which is used for next step direc...